Dataset: the Open Reaction Database (ORD), a public repository of structured organic reaction records. Task: describe an organic reaction: reactants, conditions, products, and yield The reactants are [OH-].[Na+] (sodium hyroxide), C([C@@H]1[C@H]([C@@H]([C@H]([C@H](O1)O[C@]2([C@H]([C@@H]([C@H](O2)CO)O)O)CO)O)O)O)O (sucrose), C([C@@H]1[C@H]([C@@H]([C@H]([C@H](O1)O[C@]2([C@H]([C@@H]([C@H](O2)CO)O)O)CO)O)O)O)O (sucrose). Reaction SMILES: [CH2:1]([OH:23])[C@H:2]1[O:7][C@H:6]([O:8][C@]2(CO)O[C@H](CO)[C@@H](O)[C@@H]2O)[C@H:5]([OH:20])[C@@H:4]([OH:21])[C@@H:3]1[OH:22].[OH-].[Na+]>O>[O:8]=[CH:6][C@@H:5]([C@H:4]([C@@H:3]([C@@H:2]([CH2:1][OH:23])[OH:7])[OH:22])[OH:21])[OH:20] |f:1.2|. Reported procedure: Food-grade sucrose, 600 g, was dissolved in 600 ml of water. The pH was adjusted and maintained at 6.5 by the addition of 0.5 N sodium hyroxide solution as needed. To the sucrose solution was added 18,000 units of fructosyl transferase enzyme preparation, obtained by the method of Example 1 and 12,000 units of glucose isomerase enzyme prepared as described by Cory, U.S. Pat. No. 4,077,842. After the mixture had been stirred at 55° C. for 22 hours, it was heat treated to stop the enzyme reaction. Yields the product O=C[C@H](O)[C@@H](O)[C@H](O)[C@H](O)CO (glucose). Solvent: O (water). The reactants are NC=1C=2N(C=CN1)C(=NC2C2=CC=C(C(=O)NC1=NC=CC=C1)C=C2)[C@H]2NCCOC2 ((R)-4-(8-amino-3-(morpholin-3-yl)imidazo[1,5-a]pyrazin-1-yl)-N-(pyridin-2-yl)benzamide), NC=1C=2N(C=CN1)C(=NC2C2=CC=C(C(=O)NC1=NC=CC=C1)C=C2)[C@H]2NCCOC2 ((R)-4-(8-amino-3-(morpholin-3-yl)imidazo[1,5-a]pyrazin-1-yl)-N-(pyridin-2-yl)benzamide), C(C#CC)(=O)O (2-butynoic acid). Product: NC=1C=2N(C=CN1)C(=NC2C2=CC=C(C(=O)NC1=NC=CC=C1)C=C2)[C@H]2N(CCOC2)C(C#CC)=O ((R)-4-(8-Amino-3-(4-but-2-ynoylmorpholin-3-yl)imidazo[1,5-a]pyrazin-1-yl)-N-(pyridin-2-yl)benzamide). The yield is 14.1%. RXN SMILES: [NH2:1][C:2]1[C:3]2[N:4]([C:8]([C@@H:26]3[CH2:31][O:30][CH2:29][CH2:28][NH:27]3)=[N:9][C:10]=2[C:11]2[CH:25]=[CH:24][C:14]([C:15]([NH:17][C:18]3[CH:23]=[CH:22][CH:21]=[CH:20][N:19]=3)=[O:16])=[CH:13][CH:12]=2)[CH:5]=[CH:6][N:7]=1.[C:32](O)(=[O:36])[C:33]#[C:34][CH3:35]>>[NH2:1][C:2]1[C:3]2[N:4]([C:8]([C@@H:26]3[CH2:31][O:30][CH2:29][CH2:28][N:27]3[C:32](=[O:36])[C:33]#[C:34][CH3:35])=[N:9][C:10]=2[C:11]2[CH:12]=[CH:13][C:14]([C:15]([NH:17][C:18]3[CH:23]=[CH:22][CH:21]=[CH:20][N:19]=3)=[O:16])=[CH:24][CH:25]=2)[CH:5]=[CH:6][N:7]=1. Reported procedure: This compound was prepared, in an analogous manner as described in Example 2, from (R)-4-(8-amino-3-(morpholin-3-yl)imidazo[1,5-a]pyrazin-1-yl)-N-(pyridin-2-yl)benzamide (intermediate 47) and 2-butynoic acid, to afford the title compound (4.9 mg, 14.1%). Data: UPLC(C) Rt: 1.38 min; m/z 482.3 (M+H)+. Run in C(Cl)Cl.CO (CH2Cl2 MeOH). The reactants are ClC1=CC=C(C=C1)C(C=1C(=NN(C1C(=O)OCC)C1=NC(=NC=C1)OC)C)O (ethyl 4-((4-chlorophenyl)(hydroxy)methyl)-1-(2-methoxypyrimidin-4-yl)-3-methyl-1H-Pyrazole-5-carboxylate), NC=1C=C(C(N(C1)C)=O)C (5-amino-1,3-dimethylpyridin-2(1H)-one). As a reaction SMILES: [Cl:1][C:2]1[CH:7]=[CH:6][C:5]([CH:8](O)[C:9]2[C:10]([CH3:27])=[N:11][N:12]([C:19]3[CH:24]=[CH:23][N:22]=[C:21]([O:25][CH3:26])[N:20]=3)[C:13]=2[C:14]([O:16][CH2:17][CH3:18])=[O:15])=[CH:4][CH:3]=1.[NH2:29][C:30]1[CH:31]=[C:32]([CH3:38])[C:33](=[O:37])[N:34]([CH3:36])[CH:35]=1>C(Cl)Cl.CO>[Cl:1][C:2]1[CH:7]=[CH:6][C:5]([CH:8]([NH:29][C:30]2[CH:31]=[C:32]([CH3:38])[C:33](=[O:37])[N:34]([CH3:36])[CH:35]=2)[C:9]2[C:10]([CH3:27])=[N:11][N:12]([C:19]3[CH:24]=[CH:23][N:22]=[C:21]([O:25][CH3:26])[N:20]=3)[C:13]=2[C:14]([O:16][CH2:17][CH3:18])=[O:15])=[CH:4][CH:3]=1 |f:2.3|. Yields the product ClC1=CC=C(C=C1)C(C=1C(=NN(C1C(=O)OCC)C1=NC(=NC=C1)OC)C)NC1=CN(C(C(=C1)C)=O)C (ethyl 4-((4-chlorophenyl)((1,5-dimethyl-6-oxo-1,6-dihydropyridin-3-yl)amino)methyl)-1-(2-methoxypyrimidin-4-yl)-3-methyl-1H-pyrazole-5-carboxylate). Reported procedure: The title compound was prepared in analogy to the procedure described in Step 10.3 using ethyl 4-((4-chlorophenyl)(hydroxy)methyl)-1-(2-methoxypyrimidin-4-yl)-3-methyl-1H-pyrazole-5-carboxylate (Step 59.4) and 5-amino-1,3-dimethylpyridin-2(1H)-one (Step 20.2). tR: 4.90 min (HPLC 1); tR: 1.15 min (LC-MS 2); ESI-MS: 523 [M+H]+ (LC-MS 2); Rf=0.47 (CH2Cl2/MeOH 9:1). The reactants are Cl.C(C)N=C=NCCCN(C)C (Ethyl-N′-(3-dimethylaminopropyl)carbodiimide hydrochloride), C(C)(C)(C)OC(=O)N1[C@@H](CCC1)C(=O)O ((S)-Pyrrolidine-1,2-dicarboxylic acid 1-tert-butyl ester), COC1=CC=C(CCN)C=C1 (4-methoxyphenethylamine), C(C)(C)N(CC)C(C)C (diisopropylethylamine), ON1N=NC2=C1C=CC=C2 (1-hydroxy-benzotriazole). Run in C(Cl)Cl (CH2Cl2). Run at time 16 hour. Yields the product C(C)(C)(C)OC(=O)N1[C@@H](CCC1)C(NCCC1=CC=C(C=C1)OC)=O ((S)-2-[2-(4-Methoxy-phenyl)-ethylcarbamoyl]-pyrrolidine-1-carboxylic acid tert-butyl ester). Reaction SMILES: Cl.C(N=C=NCCCN(C)C)C.[C:13]([O:17][C:18]([N:20]1[CH2:24][CH2:23][CH2:22][C@H:21]1[C:25]([OH:27])=O)=[O:19])([CH3:16])([CH3:15])[CH3:14].[CH3:28][O:29][C:30]1[CH:38]=[CH:37][C:33]([CH2:34][CH2:35][NH2:36])=[CH:32][CH:31]=1.C(N(C(C)C)CC)(C)C.ON1C2C=CC=CC=2N=N1>C(Cl)Cl>[C:13]([O:17][C:18]([N:20]1[CH2:24][CH2:23][CH2:22][C@H:21]1[C:25](=[O:27])[NH:36][CH2:35][CH2:34][C:33]1[CH:37]=[CH:38][C:30]([O:29][CH3:28])=[CH:31][CH:32]=1)=[O:19])([CH3:14])([CH3:15])[CH3:16] |f:0.1|. Procedure: 18.9 g of N-(Ethyl-N′-(3-dimethylaminopropyl)carbodiimide hydrochloride are added to a cooled solution of 20.04 g of (S)-Pyrrolidine-1,2-dicarboxylic acid 1-tert-butyl ester, 14.9 g of 4-methoxyphenethylamine, 16.9 ml of diisopropylethylamine and 13.2 g of 1-hydroxy-benzotriazole in 250 ml of CH2Cl2. The reaction mixture obtained is stirred at rt for 16 hours, the reaction is quenched with aq. 2N HCl solution and the aq. phase obtained is extracted with CH2Cl2. The combined organic phases obtain... Reactants: ClC(C(=O)N(C)C)C (2-chloro-N,N-dimethylpropionamide), CC=1C(=NNC1)C1=C(C=CC(=C1)C)C (4-methyl-3-(2,5-dimethylphenyl)pyrazole), CC=1C(=NNC1)C1=CC=CC=C1 (4-methyl-3-phenylpyrazole). Product: C(C)C(C(=O)N(C)C)N1N=C(C(=C1)C)C1=C(C=CC(=C1)C)C (α-ethyl-N,N,4-trimethyl-3-(2,5-dimethylphenyl)pyrazole-1-acetamide). RXN SMILES: Cl[CH:2]([CH3:8])[C:3]([N:5]([CH3:7])[CH3:6])=[O:4].[CH3:9][C:10]1[C:11]([C:15]2[CH:20]=[C:19]([CH3:21])[CH:18]=[CH:17][C:16]=2[CH3:22])=[N:12][NH:13][CH:14]=1.[CH3:23]C1C(C2C=CC=CC=2)=NNC=1>>[CH2:8]([CH:2]([N:13]1[CH:14]=[C:10]([CH3:9])[C:11]([C:15]2[CH:20]=[C:19]([CH3:21])[CH:18]=[CH:17][C:16]=2[CH3:22])=[N:12]1)[C:3]([N:5]([CH3:7])[CH3:6])=[O:4])[CH3:23]. Reported procedure: Using the procedure of Example 1, but substituting 2-bromo-N,N-dimethylbutyramide for 2-chloro-N,N-dimethylpropionamide and 4-methyl-3-(2,5-dimethylphenyl)pyrazole for 4-methyl-3-phenylpyrazole there is obtained α-ethyl-N,N,4-trimethyl-3-(2,5-dimethylphenyl)pyrazole-1-acetamide isolated as an oil. The product is NC1CCOc2ccc(Br)cc21. As a reaction SMILES: [Br:12][Br:13].[C:14]([OH:15])(=[O:16])[CH3:17].[O:1]1[CH2:2][CH2:3][CH:4]([NH2:11])[c:5]2[cH:6][cH:7][cH:8][cH:9][c:10]21>>[O:1]1[CH2:2][CH2:3][CH:4]([NH2:11])[c:5]2[cH:6][c:7]([Br:12])[cH:8][cH:9][c:10]21. Reactants: BrBr, CC(=O)O, NC1CCOc2ccccc21.